From a dataset of the Open Reaction Database (ORD), a public repository of structured organic reaction records. describe an organic reaction: reactants, conditions, products, and yield Reactants: COC(=O)C=O, [BH3-]C#N, CO, [Na+], Nc1cccc(-c2ccccc2)c1. Yields the product COC(=O)CNc1cccc(-c2ccccc2)c1. Reaction SMILES: [C:14]([CH:15]=[O:16])(=[O:17])[O:18][CH3:19].[C:20]([BH3-:21])#[N:22].[CH3:24][OH:25].[Na+:23].[c:1]1(-[c:7]2[cH:8][c:9]([NH2:10])[cH:11][cH:12][cH:13]2)[cH:2][cH:3][cH:4][cH:5][cH:6]1>>[c:1]1(-[c:7]2[cH:8][c:9]([NH:10][CH2:15][C:14](=[O:17])[O:18][CH3:19])[cH:11][cH:12][cH:13]2)[cH:2][cH:3][cH:4][cH:5][cH:6]1. Starting materials: NN1CCN(CC1)C (1-amino-4-methylpiperazine), C(O)([O-])=O.[Na+] (sodium hydrogen carbonate), C(C)(C)(C)OC(=O)NCCCOC1=C(C(=O)NC2=C(C=C(C(=O)N(C3=C(C=C(C=C3)C)OCCCCCC(=O)O)C)C=C2)OC)C=CC=C1 (4-[2-(3-tert-butoxycarbonylaminoprop-1-yl)oxybenzoyl]amino-3-methoxy-N-methyl-N-[2-(5-carboxypent-1-yl)oxy-4-methylphenyl]benzamide), CN1CCOCC1 (N-methylmorpholine), C(C(C)(C)C)(=O)Cl (pivaloyl chloride). Run in ClCCl (dichloromethane). Run at time 5 minute. Yields the product C(C)(C)(C)OC(=O)NCCCOC1=C(C(=O)NC2=C(C=C(C(=O)N(C3=C(C=C(C=C3)C)OCCCCCC(=O)NN3CCN(CC3)C)C)C=C2)OC)C=CC=C1 (4-[2-(3-tert-butoxycarbonylaminoprop-1-yl)oxybenzoyl]amino-3-methoxy-N-methyl-N-[2-[5-(4-methylpiperazine-1-yl)aminocarbonylpent-1-yl]oxy-4-methylphenyl]benzamide). Isolated yield 72.8%. Reaction SMILES: [C:1]([O:5][C:6]([NH:8][CH2:9][CH2:10][CH2:11][O:12][C:13]1[CH:49]=[CH:48][CH:47]=[CH:46][C:14]=1[C:15]([NH:17][C:18]1[CH:43]=[CH:42][C:21]([C:22]([N:24]([CH3:41])[C:25]2[CH:30]=[CH:29][C:28]([CH3:31])=[CH:27][C:26]=2[O:32][CH2:33][CH2:34][CH2:35][CH2:36][CH2:37][C:38](O)=[O:39])=[O:23])=[CH:20][C:19]=1[O:44][CH3:45])=[O:16])=[O:7])([CH3:4])([CH3:3])[CH3:2].CN1CCOCC1.C(Cl)(=O)C(C)(C)C.[NH2:64][N:65]1[CH2:70][CH2:69][N:68]([CH3:71])[CH2:67][CH2:66]1.C(=O)([O-])O.[Na+]>ClCCl>[C:1]([O:5][C:6]([NH:8][CH2:9][CH2:10][CH2:11][O:12][C:13]1[CH:49]=[CH:48][CH:47]=[CH:46][C:14]=1[C:15]([NH:17][C:18]1[CH:43]=[CH:42][C:21]([C:22]([N:24]([CH3:41])[C:25]2[CH:30]=[CH:29][C:28]([CH3:31])=[CH:27][C:26]=2[O:32][CH2:33][CH2:34][CH2:35][CH2:36][CH2:37][C:38]([NH:64][N:65]2[CH2:70][CH2:69][N:68]([CH3:71])[CH2:67][CH2:66]2)=[O:39])=[O:23])=[CH:20][C:19]=1[O:44][CH3:45])=[O:16])=[O:7])([CH3:2])([CH3:4])[CH3:3] |f:4.5|. Procedure details: To a solution of 4-[2-(3-tert-butoxycarbonylaminoprop-1-yl)oxybenzoyl]amino-3-methoxy-N-methyl-N-[2-(5-carboxypent-1-yl)oxy-4-methylphenyl]benzamide (250 mg) and N-methylmorpholine (37 mg) in dichloromethane (5 ml) was added pivaloyl chloride (45 mg) at -15° C. After being stirred at the same temperature for 5 minutes, to the mixture was added 1-amino-4-methylpiperazine (47 mg) and the mixture was stirred at -15° C. for 1 hour and then stirred at ambient temperature for additional 2 hours. The r... Reactants: ClC=1C2=C(N=CN1)C=NC(=C2)N(C)C (4-chloro-6-(N,N-dimethylamino)pyrido[3,4-d]pyrimidine), N (ammonia), NC1=CC=C(C=C1)C(C#N)C1=CC=CC=C1 ((4-aminophenyl)-phenylacetonitrile), ClCCl (dichloromethane). The solvent is C(C)O (ethanol). The product is Cl.CN(C)C1=CC2=C(N=CN=C2NC2=CC=C(C=C2)C(C#N)C2=CC=CC=C2)C=N1 (6-(N,N-Dimethylamino)-4-[4-(1-phenyl-1-cyanomethyl)anilino]pyrido[3,4-d]pyrimidine hydrochloride). Reaction SMILES: [Cl:1][C:2]1[C:3]2[CH:11]=[C:10]([N:12]([CH3:14])[CH3:13])[N:9]=[CH:8][C:4]=2[N:5]=[CH:6][N:7]=1.[NH2:15][C:16]1[CH:21]=[CH:20][C:19]([CH:22]([C:25]2[CH:30]=[CH:29][CH:28]=[CH:27][CH:26]=2)[C:23]#[N:24])=[CH:18][CH:17]=1.ClCCl.N>C(O)C>[ClH:1].[CH3:13][N:12]([C:10]1[N:9]=[CH:8][C:4]2[N:5]=[CH:6][N:7]=[C:2]([NH:15][C:16]3[CH:17]=[CH:18][C:19]([CH:22]([C:25]4[CH:26]=[CH:27][CH:28]=[CH:29][CH:30]=4)[C:23]#[N:24])=[CH:20][CH:21]=3)[C:3]=2[CH:11]=1)[CH3:14] |f:5.6|. Procedure: Prepared according to Procedure A from 4-chloro-6-(N,N-dimethylamino)pyrido[3,4-d]pyrimidine and (4-aminophenyl)-phenylacetonitrile (commercially available from Salor); tlc (dichloromethane:ethanol:aq.ammonia, 100:8:1) Rf 0.43; m/z (M+1)+381. The reactants are COC1=C(CN2C(C(N(CC2)CC(=O)OCC2=CC=CC=C2)=O)=O)C=CC(=C1)OC (benzyl [4-(2,4-dimethoxybenzyl)-2,3-dioxopiperazin- 1-yl]acetate), FC(C(=O)O)(F)F (trifluoroacetic acid), C1(=CC=CC=C1)OC (anisole), solution, C1(=CC=CC=C1)C(=[N+]=[N-])C1=CC=CC=C1 (diphenyldiazomethane). Solvent: C(C)(=O)OCC (ethyl acetate), C(C)(=O)OCC (ethyl acetate), CO (methanol). Product: O=C1N(CCNC1=O)CC(=O)OC(C1=CC=CC=C1)C1=CC=CC=C1 (diphenylmethyl (2,3-dioxopiperazin-1-yl)acetate). As a reaction SMILES: COC1C=C(OC)C=CC=1C[N:6]1[CH2:11][CH2:10][N:9]([CH2:12][C:13]([O:15][CH2:16][C:17]2[CH:22]=[CH:21][CH:20]=[CH:19][CH:18]=2)=[O:14])[C:8](=[O:23])[C:7]1=[O:24].FC(F)(F)C(O)=O.[C:38]1(OC)[CH:43]=[CH:42][CH:41]=[CH:40][CH:39]=1.C1(C(C2C=CC=CC=2)=[N+]=[N-])C=CC=CC=1>C(OCC)(=O)C.CO>[O:23]=[C:8]1[C:7](=[O:24])[NH:6][CH2:11][CH2:10][N:9]1[CH2:12][C:13]([O:15][CH:16]([C:17]1[CH:18]=[CH:19][CH:20]=[CH:21][CH:22]=1)[C:38]1[CH:43]=[CH:42][CH:41]=[CH:40][CH:39]=1)=[O:14]. Procedure: A mixture of 10.0 g of benzyl [4-(2,4-dimethoxybenzyl)-2,3-dioxopiperazin- 1-yl]acetate, 40 ml of trifluoroacetic acid and 20 ml of anisole was refluxed for 2 hours. After completion of the reaction, the solvent was distilled off under reduced pressure and 20 ml of ethyl acetate and 10 ml of diethyl ether were added to the resulting residue, and the solid was collected by filtration. The solid obtained was dissolved in a mixed solvent of 9 ml of ethyl acetate and 1 ml of methanol, followed by ad... Reactants: CC(C)CCO, Clc1cnc(Cl)c(Cl)c1, [Na+], [Na+], O=C([O-])[O-], OCC1CCC2CNCCN2C1. The product is OCC1CCC2CN(c3ncc(Cl)cc3Cl)CCN2C1. Reaction SMILES: [CH2:28]([OH:29])[CH2:30][CH:31]([CH3:32])[CH3:33].[Cl:13][c:14]1[n:15][cH:16][c:17]([Cl:21])[cH:18][c:19]1[Cl:20].[Na+:22].[Na+:23].[O-:24][C:25](=[O:26])[O-:27].[OH:1][CH2:2][CH:3]1[CH2:4][CH2:5][CH:6]2[N:7]([CH2:8][CH2:9][NH:10][CH2:11]2)[CH2:12]1>>[OH:1][CH2:2][CH:3]1[CH2:4][CH2:5][CH:6]2[N:7]([CH2:8][CH2:9][N:10]([c:14]3[n:15][cH:16][c:17]([Cl:21])[cH:18][c:19]3[Cl:20])[CH2:11]2)[CH2:12]1. Reactants: CN(C)CCCNc1nccc2c(Br)cccc12, O=C([O-])[O-], C1COCCO1, CC1(C)OB(c2ccc3cc(NC(=O)c4cccs4)ccc3c2)OC1(C)C, ClCCl, [K+], [K+], O. Product: CN(C)CCCNc1nccc2c(-c3ccc4cc(NC(=O)c5cccs5)ccc4c3)cccc12. RXN SMILES: [Br:1][c:2]1[c:3]2[cH:4][cH:5][n:6][c:7]([NH:12][CH2:13][CH2:14][CH2:15][N:16]([CH3:17])[CH3:18])[c:8]2[cH:9][cH:10][cH:11]1.[C:46](=[O:47])([O-:48])[O-:49].[CH2:52]1[O:53][CH2:54][CH2:55][O:56][CH2:57]1.[CH3:19][C:20]1([CH3:21])[C:22]([CH3:23])([CH3:24])[O:25][B:26]([c:27]2[cH:28][c:29]3[cH:30][cH:31][c:32]([NH:37][C:38](=[O:39])[c:40]4[s:41][cH:42][cH:43][cH:44]4)[cH:33][c:34]3[cH:35][cH:36]2)[O:45]1.[Cl:58][CH2:59][Cl:60].[K+:50].[K+:51].[OH2:61]>>[c:2]1(-[c:27]2[cH:28][c:29]3[cH:30][cH:31][c:32]([NH:37][C:38](=[O:39])[c:40]4[s:41][cH:42][cH:43][cH:44]4)[cH:33][c:34]3[cH:35][cH:36]2)[c:3]2[cH:4][cH:5][n:6][c:7]([NH:12][CH2:13][CH2:14][CH2:15][N:16]([CH3:17])[CH3:18])[c:8]2[cH:9][cH:10][cH:11]1. The yield is 94.0%. Reported procedure: Ethyl trans-4,4-dimethyl-5-hydroxypent-2-enoate (8.6 g, 0.05 mol) in 100 ml of dichloromethane was added to a stirred suspension of 70 g (0.27 mol) of chromium trioxide-pyridine complex in 900 ml of anhydrous dichloromethane. The insoluble black gum residue was washed thoroughly three times with 100-ml portions of ether. The combined organic solutions were passed through a column (3.5-cm 25-cm) of Silicagel and the solvent was removed by distillation. Distillation of the residue oil through a 20... Reaction SMILES: [CH3:1][C:2]([CH3:12])([CH2:10][OH:11])/[CH:3]=[CH:4]/[C:5]([O:7][CH2:8][CH3:9])=[O:6]>ClCCl>[CH3:12][C:2]([CH:10]=[O:11])([CH3:1])[CH:3]=[CH:4][C:5]([O:7][CH2:8][CH3:9])=[O:6]. Run in ClCCl (dichloromethane), ClCCl (dichloromethane). Reactants: CC(/C=C/C(=O)OCC)(CO)C (Ethyl trans-4,4-dimethyl-5-hydroxypent-2-enoate). Product: CC(C=CC(=O)OCC)(C)C=O (ethyl 4-methyl-4-formylpent-2-enoate). As a reaction SMILES: [C:1](=[CH2:2])([CH3:3])[c:4]1[n:5][n:6](-[c:23]2[cH:24][n:25][c:26]([O:29][CH3:30])[cH:27][cH:28]2)[c:7](-[c:9]2[cH:10][cH:11][c:12]([O:13][CH2:14][CH2:15][NH:16][S:17](=[O:18])(=[O:19])[CH3:20])[cH:21][cH:22]2)[cH:8]1.[CH2:31]1[O:32][CH2:33][CH2:34][CH2:35]1.[CH3:36][OH:37]>>[CH:1]([CH3:2])([CH3:3])[c:4]1[n:5][n:6](-[c:23]2[cH:24][n:25][c:26]([O:29][CH3:30])[cH:27][cH:28]2)[c:7](-[c:9]2[cH:10][cH:11][c:12]([O:13][CH2:14][CH2:15][NH:16][S:17](=[O:18])(=[O:19])[CH3:20])[cH:21][cH:22]2)[cH:8]1. Product: COc1ccc(-n2nc(C(C)C)cc2-c2ccc(OCCNS(C)(=O)=O)cc2)cn1. Reactants: C=C(C)c1cc(-c2ccc(OCCNS(C)(=O)=O)cc2)n(-c2ccc(OC)nc2)n1, C1CCOC1, CO.